Dataset: the Open Reaction Database (ORD), a public repository of structured organic reaction records. Task: describe an organic reaction: reactants, conditions, products, and yield The reactants are CN1N=C(C2=C1CCCCC2)[Sn](CCCC)(CCCC)CCCC (1-methyl-3-tributylstannyl-1,4,5,6,7,8-hexahydrocycloheptapyrazole), C(C)(C)(C)NC(=O)C1=CN(C2=NC=C(N=C21)Br)COCC[Si](C)(C)C (2-bromo-5-(2-trimethylsilanyl-ethoxymethyl)-5H-pyrrolo[2,3-b]pyrazine-7-carboxylic acid tert-butylamide). Reagents/catalysts: C=1C=CC(=CC1)[P](C=2C=CC=CC2)(C=3C=CC=CC3)[Pd]([P](C=4C=CC=CC4)(C=5C=CC=CC5)C=6C=CC=CC6)([P](C=7C=CC=CC7)(C=8C=CC=CC8)C=9C=CC=CC9)[P](C=1C=CC=CC1)(C=1C=CC=CC1)C=1C=CC=CC1 (Pd(PPh3)4), [Cu]I (copper(I) iodide). The solvent is CN(C)C=O (DMF). Conditions: temperature 80 celsius. The product is C(C)(C)(C)NC(=O)C1=CN(C2=NC=C(N=C21)C2=NN(C1=C2CCCCC1)C)COCC[Si](C)(C)C (2-(1-methyl-1,4,5,6,7,8-hexahydrocycloheptapyrazol-3-yl)-5-(2-trimethylsilanyl-ethoxymethyl)-5H-pyrrolo[2,3-b]pyrazine-7-carboxylic acid tert-butylamide). Isolated yield 60.4%. Reaction SMILES: [CH3:1][N:2]1[C:6]2[CH2:7][CH2:8][CH2:9][CH2:10][CH2:11][C:5]=2[C:4]([Sn](CCCC)(CCCC)CCCC)=[N:3]1.[C:25]([NH:29][C:30]([C:32]1[C:40]2[C:35](=[N:36][CH:37]=[C:38](Br)[N:39]=2)[N:34]([CH2:42][O:43][CH2:44][CH2:45][Si:46]([CH3:49])([CH3:48])[CH3:47])[CH:33]=1)=[O:31])([CH3:28])([CH3:27])[CH3:26]>CN(C=O)C.C1C=CC([P]([Pd]([P](C2C=CC=CC=2)(C2C=CC=CC=2)C2C=CC=CC=2)([P](C2C=CC=CC=2)(C2C=CC=CC=2)C2C=CC=CC=2)[P](C2C=CC=CC=2)(C2C=CC=CC=2)C2C=CC=CC=2)(C2C=CC=CC=2)C2C=CC=CC=2)=CC=1.[Cu]I>[C:25]([NH:29][C:30]([C:32]1[C:40]2[C:35](=[N:36][CH:37]=[C:38]([C:4]3[C:5]4[CH2:11][CH2:10][CH2:9][CH2:8][CH2:7][C:6]=4[N:2]([CH3:1])[N:3]=3)[N:39]=2)[N:34]([CH2:42][O:43][CH2:44][CH2:45][Si:46]([CH3:49])([CH3:48])[CH3:47])[CH:33]=1)=[O:31])([CH3:28])([CH3:27])[CH3:26] |^1:58,60,79,98|. Procedure details: To a solution of 1-methyl-3-tributylstannyl-1,4,5,6,7,8-hexahydrocycloheptapyrazole (74 mg, 0.17 mmol) and 2-bromo-5-(2-trimethylsilanyl-ethoxymethyl)-5H-pyrrolo[2,3-b]pyrazine-7-carboxylic acid tert-butylamide (60 mg, 0.14 mmol) in DMF (2 mL) were added Pd(PPh3)4 (8 mg, 0.007 mmol) and copper(I) iodide (5 mg, 0.028 mmol). The reaction mixture was heated at 80° C. for 1.5 h then cooled to room temperature, quenched with water and extracted with EtOAc (2×). The combined organics were washed with ... The reactants are ClC1=CC=C(C(C(=O)O)=C1)N (5-chloroanthranilic acid), CO.N (ammonia methanol). Conditions: time 2 hour. Yields the product ClC1=CC=C(C(C(=O)[O-])=C1)N.[NH4+] (ammonium 5-chloroanthranilate). The yield is 95.0%. Reaction SMILES: [Cl:1][C:2]1[CH:10]=[C:6]([C:7]([OH:9])=[O:8])[C:5]([NH2:11])=[CH:4][CH:3]=1.CO.[NH3:14]>>[Cl:1][C:2]1[CH:10]=[C:6]([C:7]([O-:9])=[O:8])[C:5]([NH2:11])=[CH:4][CH:3]=1.[NH4+:14] |f:1.2,3.4|. Reported procedure: In a 50 mL volume glass vessel equipped with a stirrer and a thermometer were placed 5.0 g (29.1 mmol) of 5-chloroanthranilic acid and 20 mL (156 mmol) of 15 wt. % ammonia methanol solution. The reaction was carried out for 2 hours at room temperature. After the reaction was complete, the reaction mixture was concentrated under reduced pressure, to obtain 5.0 g (isolated yield: 95%) of ammonium 5-chloroanthranilate as pale yellow solid. Reactants: CC1(OCC(O1)CC1=C(C=C2CCC(N(C2=C1)C)=O)OC)C (7-((2,2-dimethyl-[1,3]dioxolan-4-yl)methyl)-6-methoxy-1-methyl-1,2,3,4-tetrahydroquinolin-2-one), COC=1C=C2CCC(NC2=CC1CCN1CCC(CC1)N1C=CC2=CC=C(C=C12)C(=O)N)=O (1-{1-[2-(6-Methoxy-2-oxo-1,2,3,4-tetrahydroquinolin-7-yl)ethyl]piperidin-4-yl}-1H-indole-6-carboxamide). Yields the product COC=1C=C2CCC(N(C2=CC1CCN1CCC(CC1)N1C=CC2=CC=C(C=C12)C(=O)N)C)=O (1-{1-[2-(6-Methoxy-1-methyl-2-oxo-1,2,3,4-tetrahydroquinolin-7-yl)ethyl]piperidin-4-yl}-1H-indole-6-carboxamide). Reaction SMILES: CC1(C)O[CH:5]([CH2:7][C:8]2[CH:17]=[C:16]3[C:11]([CH2:12][CH2:13][C:14](=[O:19])[N:15]3[CH3:18])=[CH:10][C:9]=2[O:20][CH3:21])CO1.COC1C=C2C(=CC=1CC[N:37]1[CH2:42][CH2:41][CH:40]([N:43]3[C:51]4[C:46](=[CH:47][CH:48]=[C:49]([C:52]([NH2:54])=[O:53])[CH:50]=4)[CH:45]=[CH:44]3)[CH2:39][CH2:38]1)NC(=O)CC2>>[CH3:21][O:20][C:9]1[CH:10]=[C:11]2[C:16](=[CH:17][C:8]=1[CH2:7][CH2:5][N:37]1[CH2:38][CH2:39][CH:40]([N:43]3[C:51]4[C:46](=[CH:47][CH:48]=[C:49]([C:52]([NH2:54])=[O:53])[CH:50]=4)[CH:45]=[CH:44]3)[CH2:41][CH2:42]1)[N:15]([CH3:18])[C:14](=[O:19])[CH2:13][CH2:12]2. Reported procedure: The subject compound was synthesized from 7-((2,2-dimethyl-[1,3]dioxolan-4-yl)methyl)-6-methoxy-1-methyl-1,2,3,4-tetrahydroquinolin-2-one according to the method described in Example 56, (5). The reactants are [Li+].[BH4-] (LiBH4), BrC=1C=C(C=2N(C1)C(=C(N2)C)C(=O)OCC)NCC2=C(C=C(C=C2C)F)C (6-bromo-3-carboethoxy-8-(2,6-dimethyl-4-fluorobenzylamino)-2-methylimidazo[1,2-a]pyridine). The solvent is C1CCOC1 (THF). Product: BrC=1C=C(C=2N(C1)C(=C(N2)C)CO)NCC2=C(C=C(C=C2C)F)C (6-bromo-8-(2,6-dimethyl-4-fluorobenzylamino)-3-hydroxymethyl-2-methylimidazo[1,2-a]pyridine). Isolated yield 44.3%. Reaction SMILES: [Li+].[BH4-].[Br:3][C:4]1[CH:5]=[C:6]([NH:19][CH2:20][C:21]2[C:26]([CH3:27])=[CH:25][C:24]([F:28])=[CH:23][C:22]=2[CH3:29])[C:7]2[N:8]([C:10]([C:14](OCC)=[O:15])=[C:11]([CH3:13])[N:12]=2)[CH:9]=1>C1COCC1>[Br:3][C:4]1[CH:5]=[C:6]([NH:19][CH2:20][C:21]2[C:26]([CH3:27])=[CH:25][C:24]([F:28])=[CH:23][C:22]=2[CH3:29])[C:7]2[N:8]([C:10]([CH2:14][OH:15])=[C:11]([CH3:13])[N:12]=2)[CH:9]=1 |f:0.1|. Procedure details: LiBH4 (70 mg) was added in portions and during 4 h to a refluxed solution of 6-bromo-3-carboethoxy-8-(2,6-dimethyl-4-fluorobenzylamino)-2-methylimidazo[1,2-a]pyridine (100 mg, 0.23 mmol) in THF. The reaction mixture was quenched by addition of diluted HCl and methylene chloride was added. The organic layer was separated, dried and evaporated in vacuo. The residue was purified by column chromatography on silica gel, using methylene chloride:ethyl acetate (100:10) as eluent to give 40 mg (44%) of ... Reactants: CS(=O)(=O)O, CCO, O=C(NC1C2CCN(CC2)C1Cc1cccnc1)c1cc2ccccc2o1. Product: CS(=O)(=O)O, O=C(NC1C2CCN(CC2)C1Cc1cccnc1)c1cc2ccccc2o1. RXN SMILES: [CH3:28][S:29]([OH:30])(=[O:31])=[O:32].[CH3:33][CH2:34][OH:35].[n:1]1[cH:2][c:3]([CH2:7][CH:8]2[N:9]3[CH2:10][CH2:11][CH:12]([CH:13]2[NH:14][C:15](=[O:16])[c:17]2[o:18][c:19]4[c:20]([cH:21]2)[cH:22][cH:23][cH:24][cH:25]4)[CH2:26][CH2:27]3)[cH:4][cH:5][cH:6]1>>[CH3:28][S:29](=[O:30])(=[O:31])[OH:32].[n:1]1[cH:2][c:3]([CH2:7][CH:8]2[N:9]3[CH2:10][CH2:11][CH:12]([CH:13]2[NH:14][C:15](=[O:16])[c:17]2[o:18][c:19]4[c:20]([cH:21]2)[cH:22][cH:23][cH:24][cH:25]4)[CH2:26][CH2:27]3)[cH:4][cH:5][cH:6]1.